This data is from the Open Reaction Database (ORD), a public repository of structured organic reaction records. The task is: describe an organic reaction: reactants, conditions, products, and yield The reactants are C1(=CC=CC=C1)CCC=CCO (5-Phenyl-pent-2-en-l-ol), L-(+)-diethyl tartrate, C(C)(C)(C)OO (tert-butyl hydroperoxide), C(C)#N (ACN), Ti(O-i-Pr)4, FeSO4, C(C(O)C(O)C(=O)O)(=O)O (tartaric acid). Solvent: C1(=CC=CC=C1)C (toluene), O (water), CCCCCCCCCC (decane), O (water). Conditions: temperature -20 celsius, time 10 minute. Product: O1[C@@H](CO)[C@@H]1CCC1=CC=CC=C1 ((2S,3S)-2,3-Epoxy-5-phenyl-l-pentanol). Isolated yield 81.0%. As a reaction SMILES: C(#N)C.[C:4]1([CH2:10][CH2:11][CH:12]=[CH:13][CH2:14][OH:15])[CH:9]=[CH:8][CH:7]=[CH:6][CH:5]=1.C([O:20]O)(C)(C)C.C(O)(=O)C(C(C(O)=O)O)O>C1(C)C=CC=CC=1.CCCCCCCCCC.O>[O:20]1[C@@H:12]([CH2:11][CH2:10][C:4]2[CH:9]=[CH:8][CH:7]=[CH:6][CH:5]=2)[C@@H:13]1[CH2:14][OH:15]. Procedure details: A solution of L-(+)-diethyl tartrate (766 mg, 3.70 mmol) in 1HPLC system: Zorbax SB-C18 25 cm column, 90:10/ACN:water eluent, 220 nm, 1.0 mL/min. The reaction was considered complete when less than or equal to 3% area 21 remained. 2Silica gel was used as the drying agent because it also removed some baseline impurities. methylene chloride (25 ml) over activated 4 Å powdered molecular sieves (3.0 g) was cooled to -20° C. and Ti(O-i-Pr)4 (0.917 ml, 3.08 mmol) was added. After the mixture was stirr... Starting materials: CCOC(=O)Cl, Cl, Cn1ccnc1N, c1ccncc1. Yields the product CCOC(=O)Nc1nccn1C. As a reaction SMILES: [C:1]([O:2][CH2:3][CH3:4])(=[O:5])[Cl:6].[ClH:7].[NH2:8][c:9]1[n:10]([CH3:14])[cH:11][cH:12][n:13]1.[cH:15]1[cH:16][cH:17][n:18][cH:19][cH:20]1>>[C:1]([O:2][CH2:3][CH3:4])(=[O:5])[NH:8][c:9]1[n:10]([CH3:14])[cH:11][cH:12][n:13]1. Starting materials: C(Cl)Cl (Methylene chloride), CC[C@@H]1[C@@]([C@@H]([C@H](C(=O)[C@@H](C[C@@]([C@@H]([C@H]([C@@H]([C@H](C(=O)O1)C)O[C@H]2C[C@@]([C@H]([C@@H](O2)C)O)(C)OC)C)O[C@H]3[C@@H]([C@H](C[C@H](O3)C)N(C)C)O)(C)O)C)C)O)(C)O (Erythromycin A), [OH-].[Na+] (sodium hydroxide), F[B-](F)(F)F.F[B-](F)(F)F.O[N+]12CC[N+](CC1)(CC2)F (1-Hydroxyl-4-fluoro-1,4-diazoniabicyclo[2.2.2]octane bis(tetrafluoroborate)), [OH-].[Na+] (sodium hydroxide). Solvent: O (water), C(C)(=O)O (acetic acid). Reaction conditions: time 2 hour. The product is CC[C@@H]1[C@@]([C@@H]([C@H](C(=O)[C@@](C[C@@]([C@@H]([C@H]([C@@H]([C@H](C(=O)O1)C)O[C@H]2C[C@@]([C@H]([C@@H](O2)C)O)(C)OC)C)O[C@H]3[C@@H]([C@H](C[C@H](O3)C)N(C)C)O)(C)O)(C)F)C)O)(C)O (flurithromycin). The yield is 89.8%. RXN SMILES: [CH3:1][CH2:2][C@H:3]1[O:18][C:16](=[O:17])[C@H:15]([CH3:19])[C@@H:14]([O:20][C@@H:21]2[O:26][C@@H:25]([CH3:27])[C@H:24]([OH:28])[C@@:23]([O:30][CH3:31])([CH3:29])[CH2:22]2)[C@H:13]([CH3:32])[C@@H:12]([O:33][C@@H:34]2[O:39][C@H:38]([CH3:40])[CH2:37][C@H:36]([N:41]([CH3:43])[CH3:42])[C@H:35]2[OH:44])[C@@:11]([OH:46])([CH3:45])[CH2:10][C@@H:9]([CH3:47])[C:7](=[O:8])[C@H:6]([CH3:48])[C@@H:5]([OH:49])[C@@:4]1([OH:51])[CH3:50].[OH-].[Na+].[F:54][B-](F)(F)F.F[B-](F)(F)F.O[N+]12CC[N+](F)(CC1)CC2.C(Cl)Cl>C(O)(=O)C.O>[CH3:1][CH2:2][C@H:3]1[O:18][C:16](=[O:17])[C@H:15]([CH3:19])[C@@H:14]([O:20][C@@H:21]2[O:26][C@@H:25]([CH3:27])[C@H:24]([OH:28])[C@@:23]([O:30][CH3:31])([CH3:29])[CH2:22]2)[C@H:13]([CH3:32])[C@@H:12]([O:33][C@@H:34]2[O:39][C@H:38]([CH3:40])[CH2:37][C@H:36]([N:41]([CH3:42])[CH3:43])[C@H:35]2[OH:44])[C@@:11]([OH:46])([CH3:45])[CH2:10][C@@:9]([F:54])([CH3:47])[C:7](=[O:8])[C@H:6]([CH3:48])[C@@H:5]([OH:49])[C@@:4]1([OH:51])[CH3:50] |f:1.2,3.4.5|. Procedure details: Erythromycin A (5 g, 6.813 mmole) was dissolved in glacial acetic acid (20 mL) at room temperature and stirred for 2 hours. The pH of the mixture was adjusted to 4.3 with 6N sodium hydroxide (approx. 12.5 mL) while the temperature was maintained below 20° C. 1-Hydroxyl-4-fluoro-1,4-diazoniabicyclo[2.2.2]octane bis(tetrafluoroborate) (2.2 g, 6.813 mmole) was added and stirring continued for an additional 18 hours at 22° C. Methylene chloride (100 mL) was added, the solution placed in an ice bath ...